From a dataset of the Open Reaction Database (ORD), a public repository of structured organic reaction records. describe an organic reaction: reactants, conditions, products, and yield Starting materials: ClC=1C=CC2=C(NC(C=3C(N2C)=CSC3)=O)C1 (7-chloro-4-methyl-4,9-dihydro-10H-thieno[3,4-b][1,5]benzodiazepin-10-one), P12(=S)SP3(=S)SP(=S)(S1)SP(=S)(S2)S3 (phosphorus pentasulfide). The solvent is N1=CC=CC=C1 (pyridine). Conditions: time 18 hour. The product is ClC=1C=CC2=C(NC(C=3C(N2C)=CSC3)=S)C1 (7-Chloro-4-methyl-4,9-dihydro-10H-thieno[3,4-b][1,5]benzodiazepin-10-thion). RXN SMILES: [Cl:1][C:2]1[CH:3]=[CH:4][C:5]2[N:11]([CH3:12])[C:10]3=[CH:13][S:14][CH:15]=[C:9]3[C:8](=O)[NH:7][C:6]=2[CH:17]=1.P12(SP3(SP(SP(S3)(S1)=S)(=S)S2)=S)=[S:19]>N1C=CC=CC=1>[Cl:1][C:2]1[CH:3]=[CH:4][C:5]2[N:11]([CH3:12])[C:10]3=[CH:13][S:14][CH:15]=[C:9]3[C:8](=[S:19])[NH:7][C:6]=2[CH:17]=1. Procedure: A mixture of 0.5 g. of 7-chloro-4-methyl-4,9-dihydro-10H-thieno[3,4-b][1,5]benzodiazepin-10-one and 0.5 g. of phosphorus pentasulfide in 5 ml. of dry pyridine is stirred and heated under reflux for 4 hours. The mixture is concentrated to dryness and is stirred with 10 ml. of 1N sodium carbonate solution for 18 hours. The precipitate is collected, washed with water and recrystallized from methanol to give a yellow solid, m.p. 238°-240° C. The reactants are [Cl-].[Li+] (lithium chloride), C(C)(=O)O (acetic acid), O1C(CCCCCCCOC(C(=O)OC)(C)C)C1 (Methyl 2-(8,9-epoxynonyloxy)-2-methylpropionate). Run in O1CCCC1 (tetrahydrofuran). Conditions: time 22 hour. Yields the product ClCC(CCCCCCCOC(C(=O)OC)(C)C)O (Methyl 2-(9-chloro-8-hydroxynonyloxy)-2-methylpropionate). Isolated yield 106.8%. Reaction SMILES: [O:1]1[CH2:18][CH:2]1[CH2:3][CH2:4][CH2:5][CH2:6][CH2:7][CH2:8][CH2:9][O:10][C:11]([CH3:17])([CH3:16])[C:12]([O:14][CH3:15])=[O:13].[Cl-:19].[Li+].C(O)(=O)C>O1CCCC1>[Cl:19][CH2:18][CH:2]([OH:1])[CH2:3][CH2:4][CH2:5][CH2:6][CH2:7][CH2:8][CH2:9][O:10][C:11]([CH3:17])([CH3:16])[C:12]([O:14][CH3:15])=[O:13] |f:1.2|. Procedure: Methyl 2-(8,9-epoxynonyloxy)-2-methylpropionate (26 g) was dissolved in 260 ml of dry tetrahydrofuran, and 6.8 g of lithium chloride and 7 g of acetic acid were added and the mixture was stirred for 22 hours at room temperature. The reaction solution was poured into ice-cold water, extracted with ethyl acetate, washed with saturated sodium hydrogen carbonate solution and brine, dried over anhydrous magnesium sulfate and concentrated to give 31.7 g of the objective compound as oil. The reactants are [K] (monopotassium), S1N=C(C(=N1)C(=O)O)C(=O)O (1,2,5-thiadiazol-3,4-dicarboxylic acid), C(#N)C1=NSN=C1C#N (3,4-dicyano-1,2,5-thiadiazole), C(#N)C1=NSN=C1C#N (3,4-dicyano-1,2,5-thiadiazole), C(#N)C1=NSN=C1C#N (3,4-dicyano-1,2,5-thiadiazole), [OH-].[K+] (KOH), [OH-].[K+] (KOH). Product: C(#N)C1=NSN=C1C(N)=O (3-cyano-4-carbamoyl-1,2,5-thiadiazole). Reaction SMILES: [K].S1N=C(C(O)=[O:8])C(C(O)=O)=N1.[C:13]([C:15]1[C:19]([C:20]#[N:21])=[N:18][S:17][N:16]=1)#[N:14].[OH-].[K+]>>[C:13]([C:15]1[C:19]([C:20](=[O:8])[NH2:21])=[N:18][S:17][N:16]=1)#[N:14] |f:3.4,^1:0|. Procedure details: A method for preparing the monopotassium salt of 1,2,5-thiadiazol-3,4-dicarboxylic acid by double stage saponification of 3,4-dicyano-1,2,5-thiadiazole, this method comprising adding aqueous KOH to an aqueous suspension of 3,4-dicyano-1,2,5-thiadiazole in such amount that the molar ratio of 3,4-dicyano-1,2,5-thiadiazole to KOH is from about 1:1.01 to 1:0.8, and maintaining the temperature at from about 20° to 50° C. to thereby catalytically hydrogenate and form 3-cyano-4-carbamoyl-1,2,5-thiadiaz... The reactants are CC(C)(C)C(NC(=O)c1cn(COCC[Si](C)(C)C)c2ncc(-c3cnc(Cl)s3)nc12)C(=O)N1CCC(C#N)CC1, CC(=O)[O-], CCOC(C)=O, ClCCl, [Na+], O, O=C(O)C(F)(F)F. Yields the product CC(C)(C)C(NC(=O)c1c[nH]c2ncc(-c3cnc(Cl)s3)nc12)C(=O)N1CCC(C#N)CC1. As a reaction SMILES: [C:1](#[N:2])[CH:3]1[CH2:4][CH2:5][N:6]([C:9](=[O:10])[CH:11]([C:12]([CH3:13])([CH3:14])[CH3:15])[NH:16][C:17](=[O:18])[c:19]2[cH:20][n:21]([CH2:34][O:35][CH2:36][CH2:37][Si:38]([CH3:39])([CH3:40])[CH3:41])[c:22]3[n:23][cH:24][c:25](-[c:28]4[cH:29][n:30][c:31]([Cl:33])[s:32]4)[n:26][c:27]23)[CH2:7][CH2:8]1.[CH3:50][C:51](=[O:52])[O-:53].[CH3:58][CH2:59][O:60][C:61](=[O:62])[CH3:63].[Cl:55][CH2:56][Cl:57].[Na+:49].[OH2:54].[OH:42][C:43]([C:44]([F:45])([F:46])[F:47])=[O:48]>>[C:1](#[N:2])[CH:3]1[CH2:4][CH2:5][N:6]([C:9](=[O:10])[CH:11]([C:12]([CH3:13])([CH3:14])[CH3:15])[NH:16][C:17](=[O:18])[c:19]2[cH:20][nH:21][c:22]3[n:23][cH:24][c:25](-[c:28]4[cH:29][n:30][c:31]([Cl:33])[s:32]4)[n:26][c:27]23)[CH2:7][CH2:8]1. Reactants: C1CCOC1, CN(C)CCO, O, CC(C)(C)OC(=O)n1c(-c2ccc(O)c3c2C(=O)NC3)cc2cc(CN3CCCCC3)ccc21, c1ccc(P(c2ccccc2)c2ccccc2)cc1. Product: CN(C)CCOc1ccc(-c2cc3cc(CN4CCCCC4)ccc3n2C(=O)OC(C)(C)C)c2c1CNC2=O. Reaction SMILES: [CH2:61]1[O:62][CH2:63][CH2:64][CH2:65]1.[CH3:54][N:55]([CH2:56][CH2:57][OH:58])[CH3:59].[OH2:60].[OH:1][c:2]1[c:3]2[c:7]([c:8](-[c:11]3[n:12]([C:27](=[O:28])[O:29][C:30]([CH3:31])([CH3:32])[CH3:33])[c:13]4[cH:14][cH:15][c:16]([CH2:20][N:21]5[CH2:22][CH2:23][CH2:24][CH2:25][CH2:26]5)[cH:17][c:18]4[cH:19]3)[cH:9][cH:10]1)[C:6](=[O:34])[NH:5][CH2:4]2.[c:35]1([P:36]([c:37]2[cH:38][cH:39][cH:40][cH:41][cH:42]2)[c:43]2[cH:44][cH:45][cH:46][cH:47][cH:48]2)[cH:49][cH:50][cH:51][cH:52][cH:53]1>>[O:1]([c:2]1[c:3]2[c:7]([c:8](-[c:11]3[n:12]([C:27](=[O:28])[O:29][C:30]([CH3:31])([CH3:32])[CH3:33])[c:13]4[cH:14][cH:15][c:16]([CH2:20][N:21]5[CH2:22][CH2:23][CH2:24][CH2:25][CH2:26]5)[cH:17][c:18]4[cH:19]3)[cH:9][cH:10]1)[C:6](=[O:34])[NH:5][CH2:4]2)[CH2:57][CH2:56][N:55]([CH3:54])[CH3:59]. Starting materials: CC1=CC=C(C=C1)S(=O)(=O)N1CC=2C(C1)=CSC2 (5-[(4-methylphenyl)sulfonyl]-5,6-dihydro-4H-thieno[3,4-c]pyrrole), Br (hydrobromic acid), C(CC)(=O)O (propionic acid), C1(=CC=CC=C1)O (phenol). Run at temperature 100 celsius. Product: CC1=CC=C(C=C1)S(=O)(=O)N(CC#C)CC#C (4-Methyl-N,N-diprop-2-yn-1-ylbenzenesulfonamide). RXN SMILES: [CH3:1][C:2]1[CH:7]=[CH:6][C:5]([S:8]([N:11]2[CH2:15][C:14]3=[CH:16]S[CH:18]=[C:13]3[CH2:12]2)(=[O:10])=[O:9])=[CH:4][CH:3]=1.Br.C(O)(=O)CC.C1(O)C=CC=CC=1>>[CH3:1][C:2]1[CH:7]=[CH:6][C:5]([S:8]([N:11]([CH2:12][C:13]#[CH:18])[CH2:15][C:14]#[CH:16])(=[O:10])=[O:9])=[CH:4][CH:3]=1. Procedure: A mixture of 5-[(4-methylphenyl)sulfonyl]-5,6-dihydro-4H-thieno[3,4-c]pyrrole (166 mg), hydrobromic acid (1.5 mL, 48% in water), propionic acid (0.26 mL) and phenol (182 mg) was heated at 100° C. for 8 h. The crude product obtained as such was passed through ion exchange resin (Strata-X-C) and eluted with methanol containing 10% ammonium hydroxide to yield the title compound. Starting materials: CC(=O)O, CCCCn1c(Cc2cccc(OC)c2)nc2c(N)ncnc21, ClCCl, NC(=O)CCC(=O)NI, [K+], [K+], O=C([O-])[O-], O=C1CCC(=O)N1I. Product: CCCCn1c(Cc2cc(OC)ccc2I)nc2c(N)ncnc21. As a reaction SMILES: [C:47]([OH:48])(=[O:49])[CH3:50].[CH2:1]([CH2:2][CH2:3][CH3:4])[n:5]1[c:6]2[n:7][cH:8][n:9][c:10]([NH2:23])[c:11]2[n:12][c:13]1[CH2:14][c:15]1[cH:16][c:17]([O:21][CH3:22])[cH:18][cH:19][cH:20]1.[Cl:51][CH2:52][Cl:53].[I:24][NH:25][C:26](=[O:27])[CH2:28][CH2:29][C:30]([NH2:31])=[O:32].[K+:41].[K+:42].[O-:43][C:44]([O-:45])=[O:46].[O:33]=[C:34]1[N:35]([I:36])[C:37](=[O:38])[CH2:39][CH2:40]1>>[CH2:1]([CH2:2][CH2:3][CH3:4])[n:5]1[c:6]2[n:7][cH:8][n:9][c:10]([NH2:23])[c:11]2[n:12][c:13]1[CH2:14][c:15]1[cH:16][c:17]([O:21][CH3:22])[cH:18][cH:19][c:20]1[I:24].